Dataset: the Open Reaction Database (ORD), a public repository of structured organic reaction records. Task: describe an organic reaction: reactants, conditions, products, and yield Starting materials: complex, CON=C1CC2(CCC2)OC2=C(C(=C(C(=C12)CC)O)C)C (5-Ethyl-6-hydroxy-7,8-dimethylspiro[chromene-2,1′-cyclobutan]-4(3H)-one O-methyloxime), Cl (HCl). Run in C1CCOC1 (THF), O1CCOCC1 (dioxane). Reaction conditions: time 8 hour. Yields the product C(C)C1=C2C(CC3(CCC3)OC2=C(C(=C1O)C)C)NOC (5-Ethyl-4-(methoxyamino)-7,8-dimethyl-3,4-dihydrospiro[chromene-2,1′-cyclobutan]-6-ol). As a reaction SMILES: [CH3:1][O:2][N:3]=[C:4]1[C:16]2[C:11](=[C:12]([CH3:21])[C:13]([CH3:20])=[C:14]([OH:19])[C:15]=2[CH2:17][CH3:18])[O:10][C:6]2([CH2:9][CH2:8][CH2:7]2)[CH2:5]1.Cl>C1COCC1.O1CCOCC1>[CH2:17]([C:15]1[C:14]([OH:19])=[C:13]([CH3:20])[C:12]([CH3:21])=[C:11]2[C:16]=1[CH:4]([NH:3][O:2][CH3:1])[CH2:5][C:6]1([O:10]2)[CH2:9][CH2:8][CH2:7]1)[CH3:18]. Reported procedure: 5-Ethyl-6-hydroxy-7,8-dimethylspiro[chromene-2,1′-cyclobutan]-4(3H)-one O-methyloxime was dissolved in 10 mL of THF. To this solution at 0° C. was added BH3/pyrine complex (2.27 mL). Subsequently, a solution of 9 mL of HCl in dioxane (4.0 M) was added over a period of 1 hour. The reaction mixture was allowed to stir overnight. The mixture was extracted with ethyl acetate and washed with saturated NaHCO3. After evaporation of the solvents, the residue was purified by flash chromatography eluted w... Yields the product C(C)N(CC/C=C/C1=CC=C(C=C1)NS(=O)(=O)C)CCCCCC(C)(C)OC(C)=O ((E)-N-(4-(4-(Ethyl(6-acetoxy-6-methylheptyl)amino)-1-butenyl)phenyl)methanesulfonamide). The reactants are C(C)N(CCCC(O)C1=CC=C(C=C1)NS(=O)(=O)C)CCCCCC(C)(C)OC(C)=O (N-(4-(4-(Ethyl(6-acetoxy-6-methylheptyl)amino)-1-hydroxybutyl)phenyl)methanesulfonamide), FC(C(=O)O)(F)F (trifluoroacetic acid). RXN SMILES: [CH2:1]([N:3]([CH2:20][CH2:21][CH2:22][CH2:23][CH2:24][C:25]([O:28][C:29](=[O:31])[CH3:30])([CH3:27])[CH3:26])[CH2:4][CH2:5][CH2:6][CH:7]([C:9]1[CH:14]=[CH:13][C:12]([NH:15][S:16]([CH3:19])(=[O:18])=[O:17])=[CH:11][CH:10]=1)O)[CH3:2].FC(F)(F)C(O)=O>>[CH2:1]([N:3]([CH2:20][CH2:21][CH2:22][CH2:23][CH2:24][C:25]([O:28][C:29](=[O:31])[CH3:30])([CH3:26])[CH3:27])[CH2:4][CH2:5]/[CH:6]=[CH:7]/[C:9]1[CH:14]=[CH:13][C:12]([NH:15][S:16]([CH3:19])(=[O:17])=[O:18])=[CH:11][CH:10]=1)[CH3:2]. Procedure: In the process as described in Example 2 the product from Example 13 is treated with trifluoroacetic acid to give the titled compound. Reactants: NC[C@H]([C@H](CC1=CC=CC=C1)NC(OC(C)(C)C)=O)O (tert-butyl (2S,3R)-4-amino-3-hydroxy-1-phenylbutan-2-ylcarbamate), C(=O)C=1C=C(C(=O)OC)C=C(C1)OC (methyl 3-formyl-5-methoxybenzoate), [BH-](OC(=O)C)(OC(=O)C)OC(=O)C.[Na+] (NaB(OAc)3H). Reagents/catalysts: C(C)(=O)O (acetic acid). The solvent is C1CCOC1 (THF), CCOC(=O)C (EtOAc). Reaction conditions: time 30 minute. Product: C(C)(C)(C)OC(=O)N[C@H]([C@@H](CNCC=1C=C(C(=O)OC)C=C(C1)OC)O)CC1=CC=CC=C1 (methyl 3-(((2R,3S)-3-(tert-butoxycarbonylamino)-2-hydroxy-4-phenylbutylamino)methyl)-5-methoxybenzoate). Reaction SMILES: [NH2:1][CH2:2][C@@H:3]([OH:20])[C@@H:4]([NH:12][C:13](=[O:19])[O:14][C:15]([CH3:18])([CH3:17])[CH3:16])[CH2:5][C:6]1[CH:11]=[CH:10][CH:9]=[CH:8][CH:7]=1.[CH:21]([C:23]1[CH:24]=[C:25]([CH:30]=[C:31]([O:33][CH3:34])[CH:32]=1)[C:26]([O:28][CH3:29])=[O:27])=O.[BH-](OC(C)=O)(OC(C)=O)OC(C)=O.[Na+]>C1COCC1.C(O)(=O)C.CCOC(C)=O>[C:15]([O:14][C:13]([NH:12][C@@H:4]([CH2:5][C:6]1[CH:11]=[CH:10][CH:9]=[CH:8][CH:7]=1)[C@H:3]([OH:20])[CH2:2][NH:1][CH2:21][C:23]1[CH:24]=[C:25]([CH:30]=[C:31]([O:33][CH3:34])[CH:32]=1)[C:26]([O:28][CH3:29])=[O:27])=[O:19])([CH3:17])([CH3:16])[CH3:18] |f:2.3|. Procedure: A solution of tert-butyl (2S,3R)-4-amino-3-hydroxy-1-phenylbutan-2-ylcarbamate (300 mg, 1.07 mmol) in THF was added methyl 3-formyl-5-methoxybenzoate (294 mg, ˜80% purity, 1.07 mmol) and stirred for 30 min at room temperature, NaB(OAc)3H (453.7 mg, 2.14 mmol) was then added portionwise in 30 min, finally 5 drops of acetic acid was added and the resulting mixture was stirred at the same temperature overnight. The reaction mixture was diluted with EtOAc, and washed with saturated aqueous NaHCO3. T... Starting materials: [H-].[Na+] (NaH), Cl (hydrochloric acid), [Si](C)(C)(C(C)(C)C)NC=1N=C(C2=C(N1)N(C=C2)C(C)C)Cl (2-(t-butyl-dimethylsilanyl)amino-4-chloro-7-i-propyl-pyrrolo[2,3-d]pyrimidine), ICCC (1-iodopropane). Run in O (water), CN(C)C=O (DMF), CCOCC (Et2O). Run at time 10 minute. Yields the product C(CC)NC=1N=C(C2=C(N1)N(C=C2)C(C)C)Cl (2-(n-propyl)amino-4-chloro-7-i-propyl-pyrrolo[2,3-d]pyrimidine). RXN SMILES: [Si]([NH:8][C:9]1[N:10]=[C:11]([Cl:21])[C:12]2[CH:17]=[CH:16][N:15]([CH:18]([CH3:20])[CH3:19])[C:13]=2[N:14]=1)(C(C)(C)C)(C)C.I[CH2:23][CH2:24][CH3:25].[H-].[Na+].Cl>CN(C=O)C.CCOCC.O>[CH2:23]([NH:8][C:9]1[N:10]=[C:11]([Cl:21])[C:12]2[CH:17]=[CH:16][N:15]([CH:18]([CH3:19])[CH3:20])[C:13]=2[N:14]=1)[CH2:24][CH3:25] |f:2.3|. Procedure: Under nitrogen atmosphere, 2-(t-butyl-dimethylsilanyl)amino-4-chloro-7-i-propyl-pyrrolo[2,3-d]pyrimidine (5.7 g, 17.6 mmol) and 1-iodopropane (4.5 g (26.4 mmol) were dissolved in DMF (20 mL). The reaction mixture was cooled to 0° C. with vigorous stirring, and NaH (1.06 g of a 60% dispersion in mineral oil, 26.4 mmol) of (60%) was added. The mixture was stirred for 10 min, and then water (50 mL) was slowly added to quench the reaction. The mixture was extracted with EtOAc (300 mL) and the organi... The reactants are C(C1=CC=CC=C1)O (benzyl alcohol), FC=1C=CC2=C(N=C(S2)/C=C/C=2C=C(C=O)C=CC2)C1 (3-(5-fluorobenzothiazol-2-yl-trans-ethenyl)benzaldehyde), C(C1=CC(C=O)=CC=C1)=O (isophthalaldehyde), CC=1SC2=C(N1)C=C(C=C2)F (2-methyl-5-fluorobenzothiazole), C(C)(=O)OC(C)=O (acetic anhydride), [BH4-].[Na+] (sodium borohydride). Reagents/catalysts: [Cl-].[Zn+2].[Cl-] (zinc chloride). Solvent: C=1(C(=CC=CC1)C)C (xylene). Product: FC=1C=CC2=C(N=C(S2)/C=C/C=2C=C(CO)C=CC2)C1 (3-(5-fluorobenzothiazol-2-yl-trans-ethenyl)benzyl alcohol). RXN SMILES: C(O)C1C=CC=CC=1.C(=O)C1C=CC=C(C=O)C=1.CC1SC2C=CC(F)=CC=2N=1.C(OC(=O)C)(=O)C.[F:37][C:38]1[CH:39]=[CH:40][C:41]2[S:45][C:44](/[CH:46]=[CH:47]/[C:48]3[CH:49]=[C:50]([CH:53]=[CH:54][CH:55]=3)[CH:51]=[O:52])=[N:43][C:42]=2[CH:56]=1.[BH4-].[Na+]>C1(C)C(C)=CC=CC=1.[Cl-].[Zn+2].[Cl-]>[F:37][C:38]1[CH:39]=[CH:40][C:41]2[S:45][C:44](/[CH:46]=[CH:47]/[C:48]3[CH:49]=[C:50]([CH:53]=[CH:54][CH:55]=3)[CH2:51][OH:52])=[N:43][C:42]=2[CH:56]=1 |f:5.6,8.9.10|. Procedure: An alternate procedure for preparing this benzyl alcohol comprises condensing isophthalaldehyde with 2-methyl-5-fluorobenzothiazole in the presence of acetic anhydride and zinc chloride in hot xylene followed by the reduction of the 3-(5-fluorobenzothiazol-2-yl-trans-ethenyl)benzaldehyde product with sodium borohydride to provide the appropriate benzyl alcohol.